Dataset: the Open Reaction Database (ORD), a public repository of structured organic reaction records. Task: describe an organic reaction: reactants, conditions, products, and yield The reactants are C1(=CC=CC=C1)N (Phenylamine), C([O-])([O-])=O.[K+].[K+] (potassium carbonate), BrC1=C2C3=C(C=CC2=CC2=CC=4C=CC=CC4C=C12)C1=CC2=CC4=CC(=CC=C4C=C2C=C1C=C3)Br (6,13-dibromonaphthacenonaphthacene). The reagents and catalysts are [Cu] (copper). Solvent: O (water). Yields the product C1(=CC=CC=C1)NC1=C2C3=C(C=CC2=CC2=CC=4C=CC=CC4C=C12)C1=CC2=CC4=CC(=CC=C4C=C2C=C1C=C3)NC3=CC=CC=C3 (6,13-bis(phenylamino)naphthacenonaphthacene). RXN SMILES: [C:1]1([NH2:7])[CH:6]=[CH:5][CH:4]=[CH:3][CH:2]=1.C(=O)([O-])[O-].[K+].[K+].Br[C:15]1[C:32]2[C:23](=[CH:24][C:25]3[CH:26]=[CH:27][CH:28]=[CH:29][C:30]=3[CH:31]=2)[CH:22]=[C:21]2[C:16]=1[C:17]1[CH:48]=[CH:47][C:46]3[C:33](=[CH:34][C:35]4[C:44]([CH:45]=3)=[CH:43][C:42]3[C:37](=[CH:38][C:39](Br)=[CH:40][CH:41]=3)[CH:36]=4)[C:18]=1[CH:19]=[CH:20]2>O.[Cu]>[C:1]1([NH:7][C:15]2[C:32]3[C:23](=[CH:24][C:25]4[CH:26]=[CH:27][CH:28]=[CH:29][C:30]=4[CH:31]=3)[CH:22]=[C:21]3[C:16]=2[C:17]2[CH:48]=[CH:47][C:46]4[C:33](=[CH:34][C:35]5[C:44]([CH:45]=4)=[CH:43][C:42]4[C:37](=[CH:38][C:39]([NH:7][C:1]6[CH:6]=[CH:5][CH:4]=[CH:3][CH:2]=6)=[CH:40][CH:41]=4)[CH:36]=5)[C:18]=2[CH:19]=[CH:20]3)[CH:6]=[CH:5][CH:4]=[CH:3][CH:2]=1 |f:1.2.3|. Reported procedure: Naphthacenonaphthacene is dissolved in carbon tetrachloride. While the resultant mixture is cooled, 1 mol equivalent of bromine is added thereto. The mixture is reacted for 4 hours and brominated. Thereafter, the mixture is purified in accordance with a usual method, and 6,13-dibromonaphthacenonaphthacene is obtained. Phenylamine, potassium carbonate, and copper powder are added to the 6,13-dibromonaphthacenonaphthacene obtained in this way, and the mixture is reacted for 30 hours at 200° C. Aft... Reactants: O=C(n1ccnc1)n1ccnc1, NN, CN(C)C=O, O=C(O)c1ccc2cnccc2c1. Product: NNC(=O)c1ccc2cnccc2c1. As a reaction SMILES: [C:14]([n:15]1[cH:16][cH:17][n:18][cH:19]1)([n:20]1[cH:21][cH:22][n:23][cH:24]1)=[O:25].[NH2:26][NH2:27].[O:28]=[CH:29][N:30]([CH3:31])[CH3:32].[cH:1]1[n:2][cH:3][cH:4][c:5]2[cH:6][c:7]([C:11](=[O:12])[OH:13])[cH:8][cH:9][c:10]12>>[cH:1]1[n:2][cH:3][cH:4][c:5]2[cH:6][c:7]([C:11](=[O:13])[NH:26][NH2:27])[cH:8][cH:9][c:10]12. The reactants are O=C1N(CCC1)CC(=O)OC1=C(C=C(C(=C1)Cl)Cl)Cl (2,4,5-trichlorophenyl 2-oxo-pyrrolidineacetate), NCC1=NC(=CC=C1)CN (2,6-diaminomethylpyridine). Solvent: CN(C=O)C (dimethylformamide), CN(C=O)C (dimethylformamide). Run at temperature 60 celsius, time 3 hour. Product: O=C1N(CCC1)CC(=O)NCC1=NC(=CC=C1)CNC(CN1C(CCC1)=O)=O (2,6-Bis-(2-oxo-1-pyrrolidineacetamidomethyl)-pyridine). Isolated yield 57.0%. Reaction SMILES: [O:1]=[C:2]1[CH2:6][CH2:5][CH2:4][N:3]1[CH2:7][C:8]([O:10]C1C=C(Cl)C(Cl)=CC=1Cl)=O.[NH2:20][CH2:21][C:22]1[CH:27]=[CH:26][CH:25]=[C:24]([CH2:28][NH2:29])[N:23]=1>CN(C)C=O>[O:1]=[C:2]1[CH2:6][CH2:5][CH2:4][N:3]1[CH2:7][C:8]([NH:20][CH2:21][C:22]1[CH:27]=[CH:26][CH:25]=[C:24]([CH2:28][NH:29][C:8](=[O:10])[CH2:7][N:3]2[CH2:4][CH2:5][CH2:6][C:2]2=[O:1])[N:23]=1)=[O:10]. Reported procedure: 0.02 mol of 2,4,5-trichlorophenyl 2-oxo-pyrrolidineacetate is dissolved in 50 ml of dimethylformamide and reacted with a solution of 0.01 mol of 2,6-diaminomethylpyridine in 20 ml of dimethylformamide, at -5° C., whilst stirring and with the exclusion of moisture. After leaving the reaction solution to stand at room temperature for three hours, it is warmed to 60° C. for 2 hours, the solvent is then evaporated off, ether is added to the residue and the crystals which precipitate are filtered off...